Dataset: the Open Reaction Database (ORD), a public repository of structured organic reaction records. Task: describe an organic reaction: reactants, conditions, products, and yield As a reaction SMILES: [C:1]([C:5]1[N:10]=[CH:9][C:8]([C:11]2[N:12]([C:32](Cl)=[O:33])[C@@:13]([C:25]3[CH:30]=[CH:29][C:28]([Cl:31])=[CH:27][CH:26]=3)([CH3:24])[C@@:14]([C:17]3[CH:22]=[CH:21][C:20]([Cl:23])=[CH:19][CH:18]=3)([CH3:16])[N:15]=2)=[C:7]([O:35][CH2:36][CH3:37])[CH:6]=1)([CH3:4])([CH3:3])[CH3:2].[CH3:38][N:39]1[CH2:44][CH2:43][N:42]([CH:45]2[CH2:50][CH2:49][NH:48][CH2:47][CH2:46]2)[CH2:41][CH2:40]1>>[C:1]([C:5]1[N:10]=[CH:9][C:8]([C:11]2[N:12]([C:32]([N:48]3[CH2:47][CH2:46][CH:45]([N:42]4[CH2:41][CH2:40][N:39]([CH3:38])[CH2:44][CH2:43]4)[CH2:50][CH2:49]3)=[O:33])[C@@:13]([C:25]3[CH:26]=[CH:27][C:28]([Cl:31])=[CH:29][CH:30]=3)([CH3:24])[C@@:14]([C:17]3[CH:18]=[CH:19][C:20]([Cl:23])=[CH:21][CH:22]=3)([CH3:16])[N:15]=2)=[C:7]([O:35][CH2:36][CH3:37])[CH:6]=1)([CH3:2])([CH3:3])[CH3:4]. The product is C(C)(C)(C)C1=CC(=C(C=N1)C=1N([C@]([C@](N1)(C)C1=CC=C(C=C1)Cl)(C)C1=CC=C(C=C1)Cl)C(=O)N1CCC(CC1)N1CCN(CC1)C)OCC ([(4S,5R)-2-(6-tert-Butyl-4-ethoxy-pyridin-3-yl)-4,5-bis-(4-chloro-phenyl)-4,5-dimethyl-4,5-dihydro-imidazol-1-yl]-[4-(4-methyl-piperazin-1-yl)-piperidin-1-yl]-methanone). Reactants: C(C)(C)(C)C1=CC(=C(C=N1)C=1N([C@]([C@](N1)(C)C1=CC=C(C=C1)Cl)(C)C1=CC=C(C=C1)Cl)C(=O)Cl)OCC ((4S,5R)-2-(6-tert-butyl-4-ethoxy-pyridin-3-yl)-4,5-bis-(4-chloro-phenyl)-4,5-dimethyl-4,5-dihydro-imidazole-1-carbonyl chloride), CN1CCN(CC1)C1CCNCC1 (1-methyl-4-piperidin-4-yl-piperazine). Procedure: In a manner analogous to the method described in examples 8, (4S,5R)-2-(6-tert-butyl-4-ethoxy-pyridin-3-yl)-4,5-bis-(4-chloro-phenyl)-4,5-dimethyl-4,5-dihydro-imidazole-1-carbonyl chloride (example 51) was coupled with 1-methyl-4-piperidin-4-yl-piperazine (Oakwood) to give the title compound. HR-MS (ES, m/z) calculated for C39H51Cl2N6O2 [(M+H)+] 705.3445, observed 705.3445.